From a dataset of the Open Reaction Database (ORD), a public repository of structured organic reaction records. describe an organic reaction: reactants, conditions, products, and yield Starting materials: C[C@H]1OC2=C(C1)C=C(C=C2N)C ((R)-2,5-dimethyl-2,3-dihydrobenzofuran-7-amine), C[C@@H]1OC2=C(C1)C=C(C=C2[N+](=O)[O-])C ((S)-2,5-dimethyl-7-nitro-2,3-dihydrobenzofuran). Product: C[C@@H]1OC2=C(C1)C=C(C=C2N)C ((S)-2,5-dimethyl-2,3-dihydrobenzofuran-7-amine). As a reaction SMILES: [CH3:1][C@@H:2]1[CH2:6][C:5]2[CH:7]=[C:8]([CH3:12])[CH:9]=[C:10]([NH2:11])[C:4]=2[O:3]1.C[C@H]1CC2C=C(C)C=C([N+]([O-])=O)C=2O1>>[CH3:1][C@H:2]1[CH2:6][C:5]2[CH:7]=[C:8]([CH3:12])[CH:9]=[C:10]([NH2:11])[C:4]=2[O:3]1. Reported procedure: The title compound 5e was prepared according to the method for preparation of compound 3f of Example 3 by replacing 3e with 5d. MS-ESI (m/z): 164 (M+1)+. Starting materials: C1CC(=O)N(C1=O)Cl (NCS), CSCCOC=1C=C2C=C(NC2=CC1)C(=O)OCC (ethyl 5-{[2-(methylthio)ethyl]oxy}-1H-indole-2-carboxylate). The solvent is CN(C)C=O (DMF). The product is S1CCOC=2C1=C1C=C(NC1=CC2)C(=O)OCC (Ethyl 2,3-dihydro-7H-[1,4]oxathiino[3,2-e]indole-8-carboxylate). Yield: 71.1%. As a reaction SMILES: C1C(=O)N(Cl)C(=O)C1.C[S:10][CH2:11][CH2:12][O:13][C:14]1[CH:15]=[C:16]2[C:20](=[CH:21][CH:22]=1)[NH:19][C:18]([C:23]([O:25][CH2:26][CH3:27])=[O:24])=[CH:17]2>CN(C=O)C>[S:10]1[C:15]2=[C:16]3[C:20](=[CH:21][CH:22]=[C:14]2[O:13][CH2:12][CH2:11]1)[NH:19][C:18]([C:23]([O:25][CH2:26][CH3:27])=[O:24])=[CH:17]3. Reported procedure: NCS (0.048 g, 0.358 mmol) was added to a DMF (2 mL) solution of ethyl 5-{[2-(methylthio)ethyl]oxy}-1H-indole-2-carboxylate (0.100 g, 0.358 mmol) and the reaction mixture stirred over the weekend at room temperature. The reaction mixture was partitioned between water and EtOAc and the organic layer was separated. The organic layer was dried over MgSO4, filtered and evaporated onto silica. Purification was accomplished by silica gel column chromatography (0-50% EtOAc/hexanes) to afford the title c... Reactants: FC1=CC=C(OC2=CC=C(N)C=C2)C=C1 (4-(4-fluorophenoxy)aniline), C(C1=CC=CC=C1)OC(=O)NCCC[C@@H](C(=O)O)NC(=O)OC(C)(C)C ((S)-5-(benzyloxycarbonylamino)-2-(tert-butoxycarbonylamino)pentanoic acid). Product: N[C@@H](CCCNC(OCC1=CC=CC=C1)=O)C(=O)NC1=CC=C(C=C1)OC1=CC=C(C=C1)F ((S)-benzyl 4-amino-5-(4-(4-fluorophenoxy)phenylamino)-5-oxopentylcarbamate). Isolated yield 80.0%. RXN SMILES: [F:1][C:2]1[CH:15]=[CH:14][C:5]([O:6][C:7]2[CH:13]=[CH:12][C:10]([NH2:11])=[CH:9][CH:8]=2)=[CH:4][CH:3]=1.[CH2:16]([O:23][C:24]([NH:26][CH2:27][CH2:28][CH2:29][C@H:30]([NH:34]C(OC(C)(C)C)=O)[C:31](O)=[O:32])=[O:25])[C:17]1[CH:22]=[CH:21][CH:20]=[CH:19][CH:18]=1>>[NH2:34][C@H:30]([C:31]([NH:11][C:10]1[CH:12]=[CH:13][C:7]([O:6][C:5]2[CH:14]=[CH:15][C:2]([F:1])=[CH:3][CH:4]=2)=[CH:8][CH:9]=1)=[O:32])[CH2:29][CH2:28][CH2:27][NH:26][C:24](=[O:25])[O:23][CH2:16][C:17]1[CH:22]=[CH:21][CH:20]=[CH:19][CH:18]=1. Procedure: Proceeding as in Reference 5, but substituting 4-(4-fluorophenoxy)aniline and (S)-5-(benzyloxycarbonylamino)-2-(tert-butoxycarbonylamino)pentanoic acid, gave (S)-benzyl 4-amino-5-(4-(4-fluorophenoxy)phenylamino)-5-oxopentylcarbamate (1901 mg, 80%). The reactants are ClCCCl, ClCCl, CCc1nc2c(cnn2CC)c(NC2CCOCC2)c1CN, On1nnc2ccccc21, O=C(O)c1cc2ccccc2cc1C(=O)O. Product: CCc1nc2c(cnn2CC)c(NC2CCOCC2)c1CNC(=O)c1cc2ccccc2cc1C(=O)O. Reaction SMILES: [CH2:49]([Cl:50])[CH2:51][Cl:52].[Cl:53][CH2:54][Cl:55].[NH2:1][CH2:2][c:3]1[c:4]([NH:16][CH:17]2[CH2:18][CH2:19][O:20][CH2:21][CH2:22]2)[c:5]2[c:6]([n:7][c:8]1[CH2:9][CH3:10])[n:11]([CH2:14][CH3:15])[n:12][cH:13]2.[OH:39][n:40]1[c:41]2[c:42]([cH:43][cH:44][cH:45][cH:46]2)[n:47][n:48]1.[cH:23]1[c:24]([C:36](=[O:37])[OH:38])[c:25]([C:33](=[O:34])[OH:35])[cH:26][c:27]2[cH:28][cH:29][cH:30][cH:31][c:32]12>>[NH:1]([CH2:2][c:3]1[c:4]([NH:16][CH:17]2[CH2:18][CH2:19][O:20][CH2:21][CH2:22]2)[c:5]2[c:6]([n:7][c:8]1[CH2:9][CH3:10])[n:11]([CH2:14][CH3:15])[n:12][cH:13]2)[C:36]([c:24]1[cH:23][c:32]2[c:27]([cH:26][c:25]1[C:33](=[O:34])[OH:35])[cH:28][cH:29][cH:30][cH:31]2)=[O:37]. The reactants are O=C(OC(Cl)(Cl)Cl)OC(Cl)(Cl)Cl, OC1(c2cccc(C(F)(F)F)c2)CCNCC1, C1CCOC1, c1ccncc1. Product: O=C(Cl)N1CCC(O)(c2cccc(C(F)(F)F)c2)CC1. RXN SMILES: [Cl:1][C:2]([Cl:3])([O:4][C:5]([O:6][C:7]([Cl:9])([Cl:10])[Cl:11])=[O:8])[Cl:12].[F:19][C:20]([c:21]1[cH:22][c:23]([C:27]2([OH:33])[CH2:28][CH2:29][NH:30][CH2:31][CH2:32]2)[cH:24][cH:25][cH:26]1)([F:34])[F:35].[O:36]1[CH2:37][CH2:38][CH2:39][CH2:40]1.[cH:13]1[cH:14][cH:15][n:16][cH:17][cH:18]1>>[O:6]=[C:7]([Cl:10])[N:30]1[CH2:29][CH2:28][C:27]([c:23]2[cH:22][c:21]([C:20]([F:19])([F:34])[F:35])[cH:26][cH:25][cH:24]2)([OH:33])[CH2:32][CH2:31]1. The reactants are C1(=CC=CC=C1)NC1=CC=CC=C1 (diphenylamine), IC1=CC=C(C=C1)C (p-iodotoluene), C([O-])([O-])=O.[Na+].[Na+] (sodium carbonate). Reagents/catalysts: [Cu] (copper). Run in ClC1=C(C=CC=C1)Cl (o-dichlorobenzene). Reaction conditions: time 7 hour. The product is CC1=CC=C(C=C1)N(C2=CC=CC=C2)C3=CC=CC=C3 (4-methyltriphenylamine). The yield is 81.4%. Reaction SMILES: [C:1]1([NH:7][C:8]2[CH:13]=[CH:12][CH:11]=[CH:10][CH:9]=2)[CH:6]=[CH:5][CH:4]=[CH:3][CH:2]=1.I[C:15]1[CH:20]=[CH:19][C:18]([CH3:21])=[CH:17][CH:16]=1.C(=O)([O-])[O-].[Na+].[Na+]>[Cu].ClC1C=CC=CC=1Cl>[CH3:21][C:18]1[CH:19]=[CH:20][C:15]([N:7]([C:8]2[CH:9]=[CH:10][CH:11]=[CH:12][CH:13]=2)[C:1]2[CH:6]=[CH:5][CH:4]=[CH:3][CH:2]=2)=[CH:16][CH:17]=1 |f:2.3.4|. Procedure details: To 30 ml of o-dichlorobenzene, 4.5 g (27 mmol) of diphenylamine, 11.0 g (51 mmol) of p-iodotoluene, 5.5 g (40 mmol) of anhydrous sodium carbonate and 1.1 g of copper powder were added. The mixture was heated and refluxed with stirring for 7 hours. After the reaction was completed, the reaction solution was filtered. The filtrate was successively washed with an aqueous 3 to 5% sodium thiosulfate solution and saturated brine. The organic layer was dried with anhydrous sodium sulfate, and thereafte... Reactants: CCO, CC(C)(N)CO, c1cc2nnnn2cc1C1CO1. Product: CC(C)(CO)NCC(O)c1ccc2nnnn2c1. Reaction SMILES: [CH3:19][CH2:20][OH:21].[NH2:13][C:14]([CH2:15][OH:16])([CH3:17])[CH3:18].[n:1]1[n:2][n:3][n:4]2[c:5]1[cH:6][cH:7][c:8]([CH:10]1[O:11][CH2:12]1)[cH:9]2>>[n:1]1[n:2][n:3][n:4]2[c:5]1[cH:6][cH:7][c:8]([CH:10]([OH:11])[CH2:12][NH:13][C:14]([CH2:15][OH:16])([CH3:17])[CH3:18])[cH:9]2.